describe an organic reaction: reactants, conditions, products, and yield From a dataset of the Open Reaction Database (ORD), a public repository of structured organic reaction records. Starting materials: C1CCOC1, CCOC(=O)c1cn(-c2ccc(Cl)cc2)c(-c2ccc(Cl)cc2Cl)n1, Cl, [Li+], [OH-], O. The product is O=C(O)c1cn(-c2ccc(Cl)cc2)c(-c2ccc(Cl)cc2Cl)n1. RXN SMILES: [CH2:30]1[O:31][CH2:32][CH2:33][CH2:34]1.[Cl:1][c:2]1[cH:3][cH:4][c:5](-[n:8]2[c:9](-[c:18]3[c:19]([Cl:25])[cH:20][c:21]([Cl:24])[cH:22][cH:23]3)[n:10][c:11]([C:13](=[O:14])[O:15][CH2:16][CH3:17])[cH:12]2)[cH:6][cH:7]1.[ClH:29].[Li+:27].[OH-:26].[OH2:28]>>[Cl:1][c:2]1[cH:3][cH:4][c:5](-[n:8]2[c:9](-[c:18]3[c:19]([Cl:25])[cH:20][c:21]([Cl:24])[cH:22][cH:23]3)[n:10][c:11]([C:13](=[O:14])[OH:15])[cH:12]2)[cH:6][cH:7]1. Reactants: FC=1C=C(C2=C(CCO2)C1)C(CC(C=O)(C(F)(F)F)O)(C)C (4-(5-fluoro-2,3-dihydrobenzofuran-7-yl)-2-hydroxy-4-methyl-2-trifluoromethyl-pentanal), [BH4-].[Na+] (sodium borohydride), NC1=C2C=CN=CC2=CC=C1 (5-aminoisoquinoline), FC=1C=C(C2=C(CCO2)C1)C(CC(C=NC1=C2C=CN=CC2=CC=C1)(C(F)(F)F)O)(C)C (5-[4-(5-fluoro-2,3-dihydrobenzofuran-7-yl)-2-hydroxy-4-methyl-2-trifluoromethyl-pentylidenamino]isoquinoline). Yields the product FC=1C=C(C2=C(CCO2)C1)C(CC(CNC1=C2C=CN=CC2=CC=C1)(C(F)(F)F)O)(C)C (5-[4-(5-Fluoro-2,3-dihydrobenzofuran-7-yl)-2-hydroxy-4-methyl-2-trifluoromethyl-pentylamino]isoquinoline). Reaction SMILES: FC1C=C(C(C)(C)CC(O)(C(F)(F)F)C=O)C2OCCC=2C=1.NC1C=CC=C2C=1C=CN=C2.[F:34][C:35]1[CH:36]=[C:37]([C:44]([CH3:65])([CH3:64])[CH2:45][C:46]([OH:63])([C:59]([F:62])([F:61])[F:60])[CH:47]=[N:48][C:49]2[CH:58]=[CH:57][CH:56]=[C:55]3[C:50]=2[CH:51]=[CH:52][N:53]=[CH:54]3)[C:38]2[O:42][CH2:41][CH2:40][C:39]=2[CH:43]=1.[BH4-].[Na+]>>[F:34][C:35]1[CH:36]=[C:37]([C:44]([CH3:65])([CH3:64])[CH2:45][C:46]([OH:63])([C:59]([F:60])([F:62])[F:61])[CH2:47][NH:48][C:49]2[CH:58]=[CH:57][CH:56]=[C:55]3[C:50]=2[CH:51]=[CH:52][N:53]=[CH:54]3)[C:38]2[O:42][CH2:41][CH2:40][C:39]=2[CH:43]=1 |f:3.4|. Procedure details: Analogously to Example 1, 4-(5-fluoro-2,3-dihydrobenzofuran-7-yl)-2-hydroxy-4-methyl-2-trifluoromethyl-pentanal is converted with 5-aminoisoquinoline into 5-[4-(5-fluoro-2,3-dihydrobenzofuran-7-yl)-2-hydroxy-4-methyl-2-trifluoromethyl-pentylidenamino]isoquinoline, which is reduced with sodium borohydride to the product. The reactants are CC(C)(C)N, CO, COC(=O)c1ccc(OCC2CO2)cc1. Product: COC(=O)c1ccc(OCC(O)CNC(C)(C)C)cc1. RXN SMILES: [C:16]([CH3:17])([CH3:18])([CH3:19])[NH2:20].[CH3:21][OH:22].[O:1]1[CH:2]([CH2:3][O:4][c:5]2[cH:6][cH:7][c:8]([C:9](=[O:10])[O:11][CH3:12])[cH:13][cH:14]2)[CH2:15]1>>[OH:1][CH:2]([CH2:3][O:4][c:5]1[cH:6][cH:7][c:8]([C:9](=[O:10])[O:11][CH3:12])[cH:13][cH:14]1)[CH2:15][NH:20][C:16]([CH3:17])([CH3:18])[CH3:19]. Reactants: CN(C=O)C (N,N-Dimethylformamide), FC1=CC=C(OC=2SC=CC2)C=C1 (2-(4-fluorophenoxy)thiophene), C(CCC)[Li] (butyllithium), solution. Run in C1CCOC1 (THF), hexanes. Reaction conditions: time 20 minute. Product: FC1=CC=C(OC2=CC=C(S2)C=O)C=C1 (5-(4-fluorophenoxy)-2-thiophenecarboxaldehyde). The yield is 85.5%. As a reaction SMILES: [F:1][C:2]1[CH:13]=[CH:12][C:5]([O:6][C:7]2[S:8][CH:9]=[CH:10][CH:11]=2)=[CH:4][CH:3]=1.C([Li])CCC.CN(C)[CH:21]=[O:22]>C1COCC1>[F:1][C:2]1[CH:13]=[CH:12][C:5]([O:6][C:7]2[S:8][C:9]([CH:21]=[O:22])=[CH:10][CH:11]=2)=[CH:4][CH:3]=1. Procedure details: To a solution of 2-(4-fluorophenoxy)thiophene (3.66 g, 18.9 mmol) in THF (90 mL) at -78° C., was added butyllithium (7.5 ml of a 2.5M solution in hexanes, 18.9 mmol) dropwise. Upon completion of addition, the mixture was stirred for 20 min. N,N-Dimethylformamide (1.52 g, 20.8 mmol) was then added and the reaction was stirred for 40 min at -78° C. It was then quenched with saturated aqueous NH4Cl (100 mL) and extracted with ethyl acetate (3×100 mL). The organics were combined, dried over MgSO4 an...